This data is from the Open Reaction Database (ORD), a public repository of structured organic reaction records. The task is: describe an organic reaction: reactants, conditions, products, and yield The reactants are IC1=CC=C2C(=CC(=NC2=C1)C)N1CCCC1 (7-iodo-2-methyl-4-pyrrolidin-1-yl-quinoline), CS(=O)(=O)N (methanesulfonamide), C([O-])([O-])=O.[Cs+].[Cs+] (cesium carbonate), trans-diaminocyclohexane. Reagents/catalysts: [Cu]I (copper (I) iodide). Run in O1CCOCC1 (1,4-dioxane), C(Cl)Cl (methylene chloride). Run at temperature 110 celsius. Yields the product CC1=NC2=CC(=CC=C2C(=C1)N1CCCC1)NS(=O)(=O)C (N-(2-methyl-4-pyrrolidin-1-yl-quinolin-7-yl)-methanesulfonamide). Isolated yield 19.0%. As a reaction SMILES: I[C:2]1[CH:11]=[C:10]2[C:5]([C:6]([N:13]3[CH2:17][CH2:16][CH2:15][CH2:14]3)=[CH:7][C:8]([CH3:12])=[N:9]2)=[CH:4][CH:3]=1.[CH3:18][S:19]([NH2:22])(=[O:21])=[O:20].C(=O)([O-])[O-].[Cs+].[Cs+]>O1CCOCC1.C(Cl)Cl.[Cu]I>[CH3:12][C:8]1[CH:7]=[C:6]([N:13]2[CH2:17][CH2:16][CH2:15][CH2:14]2)[C:5]2[C:10](=[CH:11][C:2]([NH:22][S:19]([CH3:18])(=[O:21])=[O:20])=[CH:3][CH:4]=2)[N:9]=1 |f:2.3.4|. Procedure details: In a dried reaction flask flushed with argon a suspension of 169 mg (0.5 mmol) 7-iodo-2-methyl-4-pyrrolidin-1-yl-quinoline and 57 mg (0.6 mmol) of methanesulfonamide, 325 mg (1 mmol) of cesium carbonate, 1.9 mg (0.01 mmol) copper (I) iodide in 1,4-dioxane was treated at RT with 5.7 mg (0.05 mmol) of trans-diaminocyclohexane and the mixture was heated at 110° C. (oil bath temperature) for 48 h under an argon atmosphere (for the gerneal method: Buchwald: J. Am. Chem. Soc., p7727, 2001). The reacti...